This data is from the Open Reaction Database (ORD), a public repository of structured organic reaction records. The task is: describe an organic reaction: reactants, conditions, products, and yield The reactants are CS(=O)C (dimethyl sulfoxide), C(C)(=O)OC=1C(=CC2=C(CC(O2)(C)CO)C1C(C)(C)C)C(C)(C)C (5-acetoxy-4,6-di-t-butyl-2-hydroxymethyl-2-methyl-2,3-dihydrobenzofuran), C(C(=O)Cl)(=O)Cl (oxalyl chloride), [Cl-].[NH4+] (ammonium chloride). Solvent: C(C)N(CC)CC (triethylamine), ClCCl (dichloromethane), ClCCl (dichloromethane), ClCCl (dichloromethane). Run at temperature -78 celsius, time 30 minute. The product is C(C)(=O)OC=1C(=CC2=C(CC(O2)(C)C=O)C1C(C)(C)C)C(C)(C)C (5-acetoxy-4,6-di-t-butyl-2-formyl-2-methyl-2,3-dihydrobenzofuran). Isolated yield 73.6%. RXN SMILES: C(Cl)(=O)C(Cl)=O.CS(C)=O.[C:11]([O:14][C:15]1[C:16]([C:31]([CH3:34])([CH3:33])[CH3:32])=[CH:17][C:18]2[O:22][C:21]([CH2:24][OH:25])([CH3:23])[CH2:20][C:19]=2[C:26]=1[C:27]([CH3:30])([CH3:29])[CH3:28])(=[O:13])[CH3:12].[Cl-].[NH4+]>ClCCl.C(N(CC)CC)C>[C:11]([O:14][C:15]1[C:16]([C:31]([CH3:34])([CH3:33])[CH3:32])=[CH:17][C:18]2[O:22][C:21]([CH:24]=[O:25])([CH3:23])[CH2:20][C:19]=2[C:26]=1[C:27]([CH3:30])([CH3:29])[CH3:28])(=[O:13])[CH3:12] |f:3.4|. Procedure details: Under a nitrogen atmosphere, 2.64 ml of oxalyl chloride was added to 40 ml of dichloromethane and the mixture was cooled to -78° C. Then, a solution of 3.62 ml of dimethyl sulfoxide in 10 ml of dichloromethane was added dropwise at -78° C. and the mixture was stirred for 30 minutes. A solution of 5.4 g of 5-acetoxy-4,6-di-t-butyl-2-hydroxymethyl-2-methyl-2,3-dihydrobenzofuran synthesized in Example 47 in 15 ml of dichloromethane was added dropwise and the mixture was stirred again at -78° C. for... The reactants are C(C)C1=CC=C(C=C1)C1CC(CN(C1)C(=O)N1CCOCC1)C(=O)O (5-(4-Ethylphenyl)-1-(morpholin-4-ylcarbonyl)piperidine-3-carboxylic acid), OC1(CC(=CC=C1)OC(F)(F)F)C(N)=N (1-hydroxy-3-(trifluoromethoxy)benzenecarboximidamide). Product: C(C)C1=CC=C(C=C1)C1CN(CC(C1)C1=NC(=NO1)C1=CC(=CC=C1)OC(F)(F)F)C(=O)N1CCOCC1 (4-{[3-(4-Ethylphenyl)-5-{3-[3-(trifluoromethoxy)phenyl]-1,2,4-oxadiazol-5-yl}piperidin-1-yl]carbonyl}morpholine). As a reaction SMILES: [CH2:1]([C:3]1[CH:8]=[CH:7][C:6]([CH:9]2[CH2:14][N:13]([C:15]([N:17]3[CH2:22][CH2:21][O:20][CH2:19][CH2:18]3)=[O:16])[CH2:12][CH:11]([C:23]([OH:25])=O)[CH2:10]2)=[CH:5][CH:4]=1)[CH3:2].O[C:27]1([C:38](=[NH:40])[NH2:39])[CH:32]=[CH:31][CH:30]=[C:29]([O:33][C:34]([F:37])([F:36])[F:35])[CH2:28]1>>[CH2:1]([C:3]1[CH:8]=[CH:7][C:6]([CH:9]2[CH2:10][CH:11]([C:23]3[O:25][N:40]=[C:38]([C:27]4[CH:32]=[CH:31][CH:30]=[C:29]([O:33][C:34]([F:35])([F:36])[F:37])[CH:28]=4)[N:39]=3)[CH2:12][N:13]([C:15]([N:17]3[CH2:18][CH2:19][O:20][CH2:21][CH2:22]3)=[O:16])[CH2:14]2)=[CH:5][CH:4]=1)[CH3:2]. Procedure: 69 mg (0.20 mmol) of 5-(4-ethylphenyl)-1-(morpholin-4-ylcarbonyl)piperidine-3-carboxylic acid (Example 38A) and 48 mg (0.22 mmol, 1.1 eq.) of 1-hydroxy-3-(trifluoromethoxy)benzenecarboximidamide were reacted according to the General Method 1. Yield: 68 mg (64% of theory) Reactants: B(Br)(Br)Br (boron tribromide), C(C1=CC=CC=C1)CNCC1=C(C2=CC=C(C=C2CC1)OC)C1=CC=CC=C1 (2-(N-benzylmethylamino)methyl-6-methoxy-1-phenyl-3,4-dihydronaphthalene), CO (Methyl alcohol). Solvent: ClCCl (dichloromethane), ClCCl (dichloromethane). Conditions: temperature 0 celsius, time 30 minute. The product is C(C1=CC=CC=C1)CNCC1=C(C2=CC=C(C=C2CC1)O)C1=CC=CC=C1 (2-(N-Benzylmethylamino)methyl-6-hydroxy-1-phenyl-3,4-dihydronaphthalene). Yield: 56.0%. Reaction SMILES: [CH2:1]([CH2:8][NH:9][CH2:10][C:11]1[CH2:20][CH2:19][C:18]2[C:13](=[CH:14][CH:15]=[C:16]([O:21]C)[CH:17]=2)[C:12]=1[C:23]1[CH:28]=[CH:27][CH:26]=[CH:25][CH:24]=1)[C:2]1[CH:7]=[CH:6][CH:5]=[CH:4][CH:3]=1.B(Br)(Br)Br.CO>ClCCl>[CH2:1]([CH2:8][NH:9][CH2:10][C:11]1[CH2:20][CH2:19][C:18]2[C:13](=[CH:14][CH:15]=[C:16]([OH:21])[CH:17]=2)[C:12]=1[C:23]1[CH:28]=[CH:27][CH:26]=[CH:25][CH:24]=1)[C:2]1[CH:7]=[CH:6][CH:5]=[CH:4][CH:3]=1. Procedure details: To a solution of 2-(N-benzylmethylamino)methyl-6-methoxy-1-phenyl-3,4-dihydronaphthalene (0.375 g; prepared according to Process 1) in dichloromethane (15 cm3) being stirred at 0° C. under nitrogen was added a solution of boron tribromide in dichloromethane (1 M, 2.2 cm3). The resulting solution was stirred at 0° C. for 30 min and then at room temperature for 1.5 h. Methyl alcohol (5 cm3) was added and the solvents were removed under reduced pressure. The residue was treated with hydrochloric ac... The reactants are C(=O)C1=CC=C(C=C1)S(=O)(=O)Cl (4-formylbenzenesulfonyl chloride), C(=O)(O)[O-].[Na+] (NaHCO3), CN1CCNCC1 (1-methyl-piperazine). The solvent is C(Cl)Cl (DCM). Reaction conditions: time 1 hour. The product is CN1CCN(CC1)S(=O)(=O)C1=CC=C(C=O)C=C1 (4-(4-methyl-piperazine-1-sulfonyl)-benzaldehyde). RXN SMILES: [CH:1]([C:3]1[CH:8]=[CH:7][C:6]([S:9](Cl)(=[O:11])=[O:10])=[CH:5][CH:4]=1)=[O:2].C([O-])(O)=O.[Na+].[CH3:18][N:19]1[CH2:24][CH2:23][NH:22][CH2:21][CH2:20]1>C(Cl)Cl>[CH3:18][N:19]1[CH2:24][CH2:23][N:22]([S:9]([C:6]2[CH:7]=[CH:8][C:3]([CH:1]=[O:2])=[CH:4][CH:5]=2)(=[O:11])=[O:10])[CH2:21][CH2:20]1 |f:1.2|. Procedure details: To a solution of 4-formylbenzenesulfonyl chloride (1.0 g) in DCM (10 mL) was added NaHCO3 (sat'd aq, 10 mL) followed by 1-methyl-piperazine (0.6 mL). The reaction mixture was vigorously stirred for 1 h, the organic layer separated, and the aqueous layer extracted with DCM (2×20 mL). The combined organic extracts were washed with brine, dried over anhydrous Na2SO4, filtered and evaporated under reduced pressure to give 4-(4-methyl-piperazine-1-sulfonyl)-benzaldehyde (1.28 g) without further purif... As a reaction SMILES: [OH:1][C:2]1[CH:9]=[CH:8][C:5]([CH:6]=[O:7])=[CH:4][C:3]=1[O:10][CH3:11].[CH3:12][O:13][CH2:14][CH2:15][O:16][CH2:17]Cl>>[CH3:11][O:10][C:3]1[CH:4]=[C:5]([CH:8]=[CH:9][C:2]=1[O:1][CH2:12][O:13][CH2:14][CH2:15][O:16][CH3:17])[CH:6]=[O:7]. The product is COC=1C=C(C=O)C=CC1OCOCCOC (3-methoxy-4-methoxyethoxymethoxybenzaldehyde). The reactants are OC1=C(C=C(C=O)C=C1)OC (4-hydroxy-3-methoxybenzaldehyde), COCCOCCl (2-methoxyethoxymethyl chloride). The yield is 36.2%. Procedure details: The hydroxyl group of 4-hydroxy-3-methoxybenzaldehyde (1.4 g) was protected by use of 2-methoxyethoxymethyl chloride (1.7 g) in accordance with (production process 1), to thereby produce 3-methoxy-4-methoxyethoxymethoxybenzaldehyde (0.8 g, yield: 31%). The thus-produced 3-methoxy-4-methoxyethoxymethoxybenzaldehyde (0.8 g) and 3,4-dimethoxybenzyl cyanide (0.6 g) were subjected to condensation in accordance with process A of (production process 2), to thereby yield an MEM form of the target produc... Reactants: ClC1=NN=C2N1C=C(C=C2)F (3-Chloro-6-fluoro-[1,2,4]triazolo[4,3-a]pyridine), C1CNCCOC1 (homomorpholine). The solvent is CN1CCCC1=O (NMP). Yields the product FC=1C=CC=2N(C1)C(=NN2)N2CCOCCC2 (6-Fluoro-3-[1,4]oxazepan-4-yl-[1,2,4]triazolo[4,3-a]pyridine). The yield is 24.9%. As a reaction SMILES: Cl[C:2]1[N:6]2[CH:7]=[C:8]([F:11])[CH:9]=[CH:10][C:5]2=[N:4][N:3]=1.[CH2:12]1[CH2:18][O:17][CH2:16][CH2:15][NH:14][CH2:13]1>CN1C(=O)CCC1>[F:11][C:8]1[CH:9]=[CH:10][C:5]2[N:6]([C:2]([N:14]3[CH2:13][CH2:12][CH2:18][O:17][CH2:16][CH2:15]3)=[N:3][N:4]=2)[CH:7]=1. Procedure details: A solution of Intermediate 24b (429 mg, 2.50 mmol) and homomorpholine (939 mg, 9.30 mmol) in NMP (10 mL) was heated in the microwave at 170° C. for 10 h. The cooled mixture was applied to an SCX-2 cartridge (70 g), washing with methanol then eluting basic components with 0.4-2 M NH3 in MeOH. Product containing fractions were combined and concentrated in vacuo. The residue was purified by FCC, using 0-12% [2M NH3 in MeOH] in DCM, to give impure product. Further purified by FCC, using 0-12% MeOH i... The reactants are CS(=O)(=O)NCCNc1c([N+](=O)[O-])cnc2cc(Br)ccc12, CC#N. Product: CS(=O)(=O)NCCNc1c(N)cnc2cc(Br)ccc12. Reaction SMILES: [Br:1][c:2]1[cH:3][cH:4][c:5]2[c:6]([NH:15][CH2:16][CH2:17][NH:18][S:19](=[O:20])(=[O:21])[CH3:22])[c:7]([N+:12]([O-:13])=[O:14])[cH:8][n:9][c:10]2[cH:11]1.[CH3:23][C:24]#[N:25]>>[Br:1][c:2]1[cH:3][cH:4][c:5]2[c:6]([NH:15][CH2:16][CH2:17][NH:18][S:19](=[O:20])(=[O:21])[CH3:22])[c:7]([NH2:12])[cH:8][n:9][c:10]2[cH:11]1.